This data is from the Open Reaction Database (ORD), a public repository of structured organic reaction records. The task is: describe an organic reaction: reactants, conditions, products, and yield The reactants are C1(=CC=CC=C1)SCCOC1=C(C=CC(=C1)OC)C=1NC=2C(=NC=CC2)N1 (2-[2-(2-phenylthioethoxy)-4-methoxyphenyl]imidazo[4,5-b]pyridine), OO (hydrogen peroxide), C([O-])([O-])=O.[K+].[K+] (potassium carbonate). Solvent: C(C)(=O)O (acetic acid), O (water). Reaction conditions: time 2 hour. The product is C1(=CC=CC=C1)S(=O)CCOC1=C(C=CC(=C1)OC)C=1NC=2C(=NC=CC2)N1 (2-[2-(2-Phenylsulfinyl-ethoxy)-4-methoxyphenyl]-imidazo[4,5-b]pyridine). RXN SMILES: [C:1]1([S:7][CH2:8][CH2:9][O:10][C:11]2[CH:16]=[C:15]([O:17][CH3:18])[CH:14]=[CH:13][C:12]=2[C:19]2[NH:20][C:21]3[C:22]([N:27]=2)=[N:23][CH:24]=[CH:25][CH:26]=3)[CH:6]=[CH:5][CH:4]=[CH:3][CH:2]=1.OO.C(=O)([O-])[O-:31].[K+].[K+]>C(O)(=O)C.O>[C:1]1([S:7]([CH2:8][CH2:9][O:10][C:11]2[CH:16]=[C:15]([O:17][CH3:18])[CH:14]=[CH:13][C:12]=2[C:19]2[NH:20][C:21]3[C:22]([N:27]=2)=[N:23][CH:24]=[CH:25][CH:26]=3)=[O:31])[CH:2]=[CH:3][CH:4]=[CH:5][CH:6]=1 |f:2.3.4|. Reported procedure: A solution of 2.8 gm (0.0074 mol) of 2-[2-(2-phenylthioethoxy)-4-methoxyphenyl]imidazo[4,5-b]pyridine in 40 ml of glacial acetic acid was admixed with 0.84 gm of hydrogen peroxide (30%), and the mixture was stirred for 2 hours at room temperature. Subsequently, the reaction mixture was diluted with 20 ml of water, neutralized with potassium carbonate, extracted three times with 50 ml each of methylene chloride, and dried over magnesium sulfate. The purification was carried out on 70 gm of silica... Reactants: ClC1=C(C(=C(N=N1)N1CCC(CC1)N(C(OC(C)(C)C)=O)C)C)C (tert-butyl 1-(6-chloro-4,5-dimethylpyridazin-3-yl)piperidin-4-yl(methyl)carbamate), FC1=CC=C(C=C1)B(O)O (4-fluorophenylboronic acid), C(=O)([O-])[O-].[Cs+].[Cs+] (Cs2CO3), (SP-4-1)-bis[bis(1,1-dimethylethyl)(4-methoxyphenyl)phosphine-κP]dichloro-palladium. Run in O1CCOCC1 (1,4-dioxane), O (H2O). The product is FC1=CC=C(C=C1)C1=C(C(=C(N=N1)N1CCC(CC1)N(C(OC(C)(C)C)=O)C)C)C (tert-Butyl 1-(6-(4-fluorophenyl)-4,5-dimethylpyridazin-3-yl)piperidin-4-yl(methyl)carbamate). Yield: 59.9%. RXN SMILES: Cl[C:2]1[N:7]=[N:6][C:5]([N:8]2[CH2:13][CH2:12][CH:11]([N:14]([CH3:22])[C:15](=[O:21])[O:16][C:17]([CH3:20])([CH3:19])[CH3:18])[CH2:10][CH2:9]2)=[C:4]([CH3:23])[C:3]=1[CH3:24].[F:25][C:26]1[CH:31]=[CH:30][C:29](B(O)O)=[CH:28][CH:27]=1.C([O-])([O-])=O.[Cs+].[Cs+]>O1CCOCC1.O>[F:25][C:26]1[CH:31]=[CH:30][C:29]([C:2]2[N:7]=[N:6][C:5]([N:8]3[CH2:13][CH2:12][CH:11]([N:14]([CH3:22])[C:15](=[O:21])[O:16][C:17]([CH3:20])([CH3:19])[CH3:18])[CH2:10][CH2:9]3)=[C:4]([CH3:23])[C:3]=2[CH3:24])=[CH:28][CH:27]=1 |f:2.3.4|. Procedure details: Heat a mixture of tert-butyl 1-(6-chloro-4,5-dimethylpyridazin-3-yl)piperidin-4-yl(methyl)carbamate (1.5 g, 4.23 mmol), 4-fluorophenylboronic acid (887 mg, 6.34 mmol), Cs2CO3 (5.51 g, 16.9 mmol) and (SP-4-1)-bis[bis(1,1-dimethylethyl)(4-methoxyphenyl)phosphine-κP]dichloro-palladium (J. Org. Chem. 2007, 72, 5104-5112) (29 mg, 0.042 mmol) in a mixture of 1,4-dioxane (30 mL) and H2O (10 mL) under N2 at 90° C. overnight. Partition the reaction mixture between H2O and CH2Cl2. Separate the layers, and... Reactants: C(Cl)(Cl)Cl (chloroform), O (water), C(Cl)(Cl)Cl (Chloroform), COC(=O)C=1NC=2C=C(C=C3C2C1C=NNC3=O)NC(=O)OC(C)(C)C (8-tert-Butoxycarbonylamino-6-oxo-5,6-dihydro-1H-[1,2]diazepino[4,5,6-cd]indole-2-carboxylic acid methyl ester), ClN1C(CCC1=O)=O (N-chlorosuccinimide), C(Cl)(Cl)Cl (CHCl3). Solvent: CN(C=O)C (N,N-dimethylformamide), CN(C=O)C (N,N-dimethylformamide). Run at temperature 60 celsius, time 3 hour. Product: C(C)(C)(C)OC(NC=1C=C2C=3C(=C(NC3C1Cl)Cl)C=NNC2=O)=O ((2,9-Dichloro-6-oxo-5,6-dihydro-1H-[1,2]diazepino[4,5,6-cd]indol-8-yl)-carbamic acid tert-butyl ester). Reaction SMILES: COC(C1[NH:6][C:7]2[CH:8]=[C:9]([NH:19][C:20]([O:22][C:23]([CH3:26])([CH3:25])[CH3:24])=[O:21])[CH:10]=[C:11]3[C:17](=[O:18])[NH:16][N:15]=[CH:14][C:13]=1[C:12]=23)=O.[Cl:27]N1C(=O)CCC1=O.O.[CH:36]([Cl:39])(Cl)Cl>CN(C)C=O>[C:23]([O:22][C:20](=[O:21])[NH:19][C:9]1[CH:10]=[C:11]2[C:17](=[O:18])[NH:16][N:15]=[CH:14][C:13]3=[C:36]([Cl:39])[NH:6][C:7]([C:8]=1[Cl:27])=[C:12]23)([CH3:26])([CH3:25])[CH3:24]. Procedure: To a solution of Intermediate 147(c) of Example 147 (1.5 g, 5 mmol) in CHCl3 (10 mL) and N,N-dimethylformamide (15 mL), was added N-chlorosuccinimide (701 mg, 5.25 mmol). The mixture was heated to 60° C. and stirred for 3 hours. Chloroform, N,N-dimethylformamide and water were added. Following extractive work-up with chloroform, the organic layer was dried over Na2SO4 and filtered. Evaporation of the volatile components gave a deep brown residue to which methanol was added. Filtration and collec... Starting materials: C(CC)OC1=C(C(=O)NC=2SC=CC2C(=O)N)C=CC=C1 (2-(propoxybenzamido)-thiophene-3-carboxamide), [OH-].[Na+] (sodium hydroxide), Cl (hydrochloric acid). Solvent: N1=CC=CC=C1 (pyridine). The product is C(CC)OC1=C(C=CC=C1)C=1NC(C2=C(N1)SC=C2)=O (2-(2-Propoxyphenyl)thieno[2,3-d]pyrimidin-4(3H)-one). RXN SMILES: [CH2:1]([O:4][C:5]1[CH:21]=[CH:20][CH:19]=[CH:18][C:6]=1[C:7]([NH:9][C:10]1[S:11][CH:12]=[CH:13][C:14]=1[C:15]([NH2:17])=[O:16])=O)[CH2:2][CH3:3].[OH-].[Na+].Cl>N1C=CC=CC=1>[CH2:1]([O:4][C:5]1[CH:21]=[CH:20][CH:19]=[CH:18][C:6]=1[C:7]1[NH:17][C:15](=[O:16])[C:14]2[CH:13]=[CH:12][S:11][C:10]=2[N:9]=1)[CH2:2][CH3:3] |f:1.2|. Procedure: A stirred mixture of 2-(propoxybenzamido)-thiophene-3-carboxamide (0.90 g) and pyridine (1 ml) in 2 Normal sodium hydroxide (25 ml) was heated under reflux for 2 hours. The cooled reaction mixture was neutralised with concentrated hydrochloric acid to afford a precipitate and the resulting mixture was extracted with chloroform (3×25 ml). The combined extracts were washed with water (20 ml) and brine (20 ml), dried (magnesium sulphate) and evaporated under reduced pressure to afford a crude produ... The reactants are N#Cc1cccc(C=O)c1, CC(C)Cc1nn(C)c(=O)c2ccoc12. Yields the product CC(C)Cc1nn(C)c(=O)c2cc(C(O)c3cccc(C#N)c3)oc12. Reaction SMILES: [C:16](#[N:17])[c:18]1[cH:19][c:20]([CH:21]=[O:22])[cH:23][cH:24][cH:25]1.[CH3:1][n:2]1[n:3][c:4]([CH2:12][CH:13]([CH3:14])[CH3:15])[c:5]2[c:6]([c:7]1=[O:8])[cH:9][cH:10][o:11]2>>[CH3:1][n:2]1[n:3][c:4]([CH2:12][CH:13]([CH3:14])[CH3:15])[c:5]2[c:6]([c:7]1=[O:8])[cH:9][c:10]([CH:21]([c:20]1[cH:19][c:18]([C:16]#[N:17])[cH:25][cH:24][cH:23]1)[OH:22])[o:11]2. The reactants are CC(=O)O[BH-](OC(C)=O)OC(C)=O, C1CCNC1, [Na+], CC(C=O)C1CC=C2C3=C(CCC21C)C1(C)CCC(O)C(C)(C)C1CC3. The product is CC(CN1CCCC1)C1CC=C2C3=C(CCC21C)C1(C)CCC(O)C(C)(C)C1CC3. As a reaction SMILES: [C:32]([O:33][BH-:34]([O:35][C:36](=[O:37])[CH3:38])[O:39][C:40](=[O:41])[CH3:42])(=[O:43])[CH3:44].[NH:27]1[CH2:28][CH2:29][CH2:30][CH2:31]1.[Na+:45].[OH:1][CH:2]1[C:3]([CH3:25])([CH3:26])[CH:4]2[CH2:5][CH2:6][C:7]3=[C:19]([CH2:18][CH2:17][C:16]4([CH3:24])[C:8]3=[CH:9][CH2:10][CH:11]4[CH:12]([CH:13]=[O:14])[CH3:15])[C:20]2([CH3:23])[CH2:21][CH2:22]1>>[OH:1][CH:2]1[C:3]([CH3:25])([CH3:26])[CH:4]2[CH2:5][CH2:6][C:7]3=[C:19]([CH2:18][CH2:17][C:16]4([CH3:24])[C:8]3=[CH:9][CH2:10][CH:11]4[CH:12]([CH2:13][N:27]3[CH2:28][CH2:29][CH2:30][CH2:31]3)[CH3:15])[C:20]2([CH3:23])[CH2:21][CH2:22]1. Reactants: CCCCCC, CO, CC(C(N)=O)c1ccc2c(c1)C(=O)Cc1cc(Cl)ccc1S2, Cl, [Na+], [OH-], O, c1ccccc1. Product: CC(C(=O)O)c1ccc2c(c1)C(=O)Cc1cc(Cl)ccc1S2. As a reaction SMILES: [CH3:26][CH2:27][CH2:28][CH2:29][CH2:30][CH3:31].[CH3:39][OH:40].[Cl:1][c:2]1[cH:3][cH:4][c:5]2[c:6]([cH:22]1)[CH2:7][C:8](=[O:21])[c:9]1[c:10]([cH:12][cH:13][c:14]([CH:16]([C:17](=[O:18])[NH2:19])[CH3:20])[cH:15]1)[S:11]2.[ClH:25].[Na+:24].[OH-:23].[OH2:38].[cH:32]1[cH:33][cH:34][cH:35][cH:36][cH:37]1>>[Cl:1][c:2]1[cH:3][cH:4][c:5]2[c:6]([cH:22]1)[CH2:7][C:8](=[O:21])[c:9]1[c:10]([cH:12][cH:13][c:14]([CH:16]([C:17](=[O:18])[OH:23])[CH3:20])[cH:15]1)[S:11]2.